This data is from the Open Reaction Database (ORD), a public repository of structured organic reaction records. The task is: describe an organic reaction: reactants, conditions, products, and yield Starting materials: BrC=1C=C2NC[C@@H](N(C2=CC1)C(C)=O)C ((S)-1-(6-bromo-2-methyl-3,4-dihydroquinoxalin-1(2H)-yl)ethan-1-one), CO (Methanol), ClC(Cl)(OC(OC(Cl)(Cl)Cl)=O)Cl (Triphosgene), FC1=C(C=CC(=C1)F)O (2,4-Difluorophenol). Run in C(C)(=O)OCC (ethyl acetate). Reaction conditions: temperature 50 celsius, time 4 hour. The product is C(C)(=O)N1[C@H](CN(C2=CC(=CC=C12)Br)C(=O)OC1=C(C=C(C=C1)F)F)C (2,4-difluorophenyl (S)-4-acetyl-7-bromo-3-methyl-3,4-dihydroquinoxaline-1(2H)-carboxylate). RXN SMILES: [Br:1][C:2]1[CH:3]=[C:4]2[C:9](=[CH:10][CH:11]=1)[N:8]([C:12](=[O:14])[CH3:13])[C@@H:7]([CH3:15])[CH2:6][NH:5]2.Cl[C:17](Cl)([O:19][C:20](=[O:26])OC(Cl)(Cl)Cl)Cl.[F:28][C:29]1[CH:34]=[C:33]([F:35])C=[CH:31][C:30]=1O.CO>C(OCC)(=O)C>[C:12]([N:8]1[C:9]2[C:4](=[CH:3][C:2]([Br:1])=[CH:11][CH:10]=2)[N:5]([C:20]([O:19][C:17]2[CH:31]=[CH:30][C:29]([F:28])=[CH:34][C:33]=2[F:35])=[O:26])[CH2:6][C@@H:7]1[CH3:15])(=[O:14])[CH3:13]. Procedure: A 1.5 mL reaction vial was charged with (S)-1-(6-bromo-2-methyl-3,4-dihydroquinoxalin-1(2H)-yl)ethan-1-one (0.2 M in 4:1:1,2-dichloroethane/N,N-disopropylethylamine, 100 μL, 0.02 mmol). Triphosgene (0.4 M solution in 1,2-dichloroethane, 20 μL, 0.008 mmol) was then added, and the reaction mixture was placed on a heater shaker at room temperature for 4 h. 2,4-Difluorophenol (0.2 M solution in 1,4-dioxane, 110 μl, 0.022 mmol) was then added, and the reaction was heated to 50° C. on a heater shaker ... The reactants are CSC=1SCCCN1 (5,6-dihydro-2-(methylthio)-4H-1,3-thiazine), [N+](=O)([O-])CC(=O)OC (methyl nitroacetate), C(C)(C)O (isopropyl alcohol). Reagents/catalysts: [Cl-].[Zn+2].[Cl-] (zinc chloride). Solvent: CCOCC (ether). The product is [N+](=O)([O-])C(C(=O)OC)=C1SCCCN1 (methyl nitro(tetrahydro-2H-1,3-thiazin-2-ylidene)-acetate). RXN SMILES: CS[C:3]1[S:4][CH2:5][CH2:6][CH2:7][N:8]=1.[N+:9]([CH2:12][C:13]([O:15][CH3:16])=[O:14])([O-:11])=[O:10].C(O)(C)C>[Cl-].[Zn+2].[Cl-].CCOCC>[N+:9]([C:12](=[C:3]1[NH:8][CH2:7][CH2:6][CH2:5][S:4]1)[C:13]([O:15][CH3:16])=[O:14])([O-:11])=[O:10] |f:3.4.5|. Procedure details: To a mixture of 221 g of 5,6-dihydro-2-(methylthio)-4H-1,3-thiazine (A. F. McKay et al., J. Am. Chem. Soc., 80, 3339 (1950) and 1 g of zinc chloride at about 100°, 202 g of methyl nitroacetate (S. Zen et al., Kogyo Kagaku Zasshi, 74, 70 (1971)) was added dropwise over a 30-minute period. The resulting mixture was heated for 4 hours at 95°-105°. 200 ml of isopropyl alcohol then was added to the hot mixture, then 400 ml of ether was added. The resulting mixture was filtered to give methyl nitro(te... Reactants: O1C(OCC1)C=1SC=CC1SCC(=O)OC (methyl 3-[2-(2-dioxolanyl)thiophene-3-yl]-3-thiapropionate), O.C1(=CC=C(C=C1)S(=O)(=O)O)C (p-toluenesulfonic acid monohydrate). Run in CC(=O)C (acetone). Yields the product C(=O)C=1SC=CC1SCC(=O)OC (methyl 3-(2-formylthiophene-3-yl)-3-thiapropionate). As a reaction SMILES: [O:1]1CCO[CH:2]1[C:6]1[S:7][CH:8]=[CH:9][C:10]=1[S:11][CH2:12][C:13]([O:15][CH3:16])=[O:14].O.C1(C)C=CC(S(O)(=O)=O)=CC=1>CC(C)=O>[CH:2]([C:6]1[S:7][CH:8]=[CH:9][C:10]=1[S:11][CH2:12][C:13]([O:15][CH3:16])=[O:14])=[O:1] |f:1.2|. Procedure: 2,3-Dibromothiophene (1) is converted to 3-Bromothiophene-2-carboxaldehyde (2) through a series of reactions with n-butyl lithium yielding 2-litho-3-bromothiophene, followed by N-formylpiperidine and 3N HCl. This 3-bromothiophene-2-carboxaldehyde (2) is then placed in toluene solution containing ethylene glycol to which is added pyridinium tosylate yielding 3-bromo-2-(2-dioxolanyl)thiophene (3). This 3-bromo-2-(2-dioxolanyl)thiophene (3) is then reacted with n-butyllithium followed by sulfur, th...